From a dataset of the Open Reaction Database (ORD), a public repository of structured organic reaction records. describe an organic reaction: reactants, conditions, products, and yield The reactants are Cl (HCl), ClC=1C(=CC2=C(N(C(C3=C(N=CC=C23)C)=O)C)C1)I (8-chloro-9-iodo-4,6-dimethylbenzo[c][2,7]naphthyridin-5(6H)-one), N1=CC=CC2=CC=C3C=CC=NC3=C12 (1,10-phenanthroline), [OH-].[K+] (KOH). Reagents/catalysts: [Cu]I (copper(I) iodide). The solvent is CS(=O)C (DMSO), O (Water), O (water). Run at temperature 100 celsius. Yields the product ClC=1C(=CC2=C(N(C(C3=C(N=CC=C23)C)=O)C)C1)O (8-chloro-9-hydroxy-4,6-dimethylbenzo[c][2,7]naphthyridin-5(6H)-one). Yield: 79.0%. As a reaction SMILES: [Cl:1][C:2]1[C:3](I)=[CH:4][C:5]2[C:14]3[C:9](=[C:10]([CH3:15])[N:11]=[CH:12][CH:13]=3)[C:8](=[O:16])[N:7]([CH3:17])[C:6]=2[CH:18]=1.N1C2C(=CC=C3C=2N=CC=C3)C=CC=1.[OH-:34].[K+].Cl>CS(C)=O.O.[Cu]I>[Cl:1][C:2]1[C:3]([OH:34])=[CH:4][C:5]2[C:14]3[C:9](=[C:10]([CH3:15])[N:11]=[CH:12][CH:13]=3)[C:8](=[O:16])[N:7]([CH3:17])[C:6]=2[CH:18]=1 |f:2.3|. Procedure details: To the stirred solution of 8-chloro-9-iodo-4,6-dimethylbenzo[c][2,7]naphthyridin-5(6H)-one (1.0 g, 2.60 mmol) in DMSO (5 mL) and Water (5 mL) in an inert atmosphere were added copper(I) iodide (0.050 g, 0.260 mmol) followed by 1,10-phenanthroline (0.047 g, 0.260 mmol) and KOH (2.188 g, 39.0 mmol). The reaction mixture was heated to 100° C. for 16 h and monitored by LC/MS. Upon completion, the reaction mixture was cooled and pH adjusted to between 3 to 4 with 1 N HCl. The reaction mixture was dil... Starting materials: 31.5, CC1=C(C=C(C=C1C)C)OC(F)(F)F (2,3,5-trimethyl-1-trifluoromethoxybenzene), Cl (hydrochloric acid), C=O (formaldehyde), COCCl (chloromethyl methyl ether). Solvent: C(C)(=O)O (acetic acid), O (water). Product: FC(OC1=C(C(=C(C(=C1)C)CCl)C)C)(F)F ((4-trifluoromethoxy 2,3,6-trimethylphenyl)methyl chloride). As a reaction SMILES: [CH3:1][C:2]1[C:7]([CH3:8])=[CH:6][C:5]([CH3:9])=[CH:4][C:3]=1[O:10][C:11]([F:14])([F:13])[F:12].Cl.C=O.CO[CH2:20][Cl:21]>O.C(O)(=O)C>[F:14][C:11]([F:12])([F:13])[O:10][C:3]1[CH:4]=[C:5]([CH3:9])[C:6]([CH2:20][Cl:21])=[C:7]([CH3:8])[C:2]=1[CH3:1]. Procedure details: A solution of 31.5 (0.15 mol) of 2,3,5-trimethyl-1-trifluoromethoxybenzene, 315 ml of acetic acid, 31.5 ml of concentrated hydrochloric acid, 31.5 ml of aqueous formaldehyde and 13 g (0.185 mol) of chloromethyl methyl ether was heated to 85° C. for 72 hours. (Small samples were worked up periodically after 48 hours to optimize the ratio of monochloromethyl product:dichloromethyl product:starting material). The solution was then cooled, poured into 1.5 liters of water and extracted with 3×500 ml ... Starting materials: COc1cc(C)c(C(=O)c2ccc(OC)c(C(C)C)c2)c(C)c1, [Ce+3], [Cl-], [Cl-], [Cl-], [Cl-], [Li]C, [NH4+], C1CCOC1. Product: COc1cc(C)c(C(C)(O)c2ccc(OC)c(C(C)C)c2)c(C)c1. RXN SMILES: [CH3:7][c:8]1[c:9]([C:17](=[O:18])[c:19]2[cH:20][c:21]([CH:27]([CH3:28])[CH3:29])[c:22]([O:25][CH3:26])[cH:23][cH:24]2)[c:10]([CH3:16])[cH:11][c:12]([O:14][CH3:15])[cH:13]1.[Ce+3:2].[Cl-:1].[Cl-:30].[Cl-:3].[Cl-:4].[Li:5][CH3:6].[NH4+:31].[O:32]1[CH2:33][CH2:34][CH2:35][CH2:36]1>>[CH3:6][C:17]([c:9]1[c:8]([CH3:7])[cH:13][c:12]([O:14][CH3:15])[cH:11][c:10]1[CH3:16])([OH:18])[c:19]1[cH:20][c:21]([CH:27]([CH3:28])[CH3:29])[c:22]([O:25][CH3:26])[cH:23][cH:24]1. The reactants are CC(C)(C)OC(=O)N1CCNCC1, O=C([O-])O, CN(C)C=O, N#Cc1cccnc1Cl, [K+]. Yields the product CC(C)(C)OC(=O)N1CCN(c2ncccc2C#N)CC1. RXN SMILES: [C:10]([CH3:11])([CH3:12])([CH3:13])[O:14][C:15](=[O:16])[N:17]1[CH2:18][CH2:19][NH:20][CH2:21][CH2:22]1.[C:23](=[O:24])([O-:25])[OH:26].[CH3:28][N:29]([CH3:30])[CH:31]=[O:32].[Cl:1][c:2]1[c:3]([C:4]#[N:5])[cH:6][cH:7][cH:8][n:9]1.[K+:27]>>[c:2]1([N:20]2[CH2:19][CH2:18][N:17]([C:15]([O:14][C:10]([CH3:11])([CH3:12])[CH3:13])=[O:16])[CH2:22][CH2:21]2)[c:3]([C:4]#[N:5])[cH:6][cH:7][cH:8][n:9]1. Reaction SMILES: O.[NH:2]1[C:6]([C:7]([OH:9])=[O:8])=[CH:5][C:4]([C:10]([OH:12])=O)=[N:3]1.Cl.CN(C)CCCN=C=NCC.C1C=CC2N(O)N=NC=2C=1.Cl.[Cl:36][C:37]1[CH:38]=[C:39]([C:44]2[O:48][C:47]([CH2:49][CH2:50][NH2:51])=[CH:46][CH:45]=2)[CH:40]=[CH:41][C:42]=1[Cl:43]>CN(C=O)C.C(Cl)Cl.CCN(C(C)C)C(C)C.O>[Cl:36][C:37]1[CH:38]=[C:39]([C:44]2[O:48][C:47]([CH2:49][CH2:50][NH:51][C:10]([C:4]3[NH:3][N:2]=[C:6]([C:7]([OH:9])=[O:8])[CH:5]=3)=[O:12])=[CH:46][CH:45]=2)[CH:40]=[CH:41][C:42]=1[Cl:43] |f:0.1,2.3,5.6|. Run in CCN(C(C)C)C(C)C (DIPEA), O (water), CN(C)C=O (DMF), C(Cl)Cl (DCM), CCN(C(C)C)C(C)C (DIPEA), C(Cl)Cl (DCM), CCN(C(C)C)C(C)C (DIPEA). The reactants are Cl.CN(CCCN=C=NCC)C (1-(3-Dimethylaminopropyl)-3-ethylcarbodiimide hydrochloride), C=1C=CC2=C(C1)N=NN2O (HOBt), O.N1N=C(C=C1C(=O)O)C(=O)O (3,5-Pyrazoledicarboxylic acid monohydrate), Cl.ClC=1C=C(C=CC1Cl)C1=CC=C(O1)CCN (2-[5-(3,4-dichlorophenyl)-furan-2-yl]ethylamine hydrochloride). Procedure details: 3,5-Pyrazoledicarboxylic acid monohydrate (8.02 g, 46.1 mmol) was dissolved in the mixture of dry DMF (35 ml), dry DCM (35 ml) and DIPEA (7.9 ml). 1-(3-Dimethylaminopropyl)-3-ethylcarbodiimide hydrochloride (EDCI, 3.37 g, 17.6 mmol), HOBt (2.28 g, 16.9 mmol), and DIPEA (3 ml, 2.23 g, 17.3 mmol) were added at RT. The solution was mixed for 10 min. Then, 2-[5-(3,4-dichlorophenyl)-furan-2-yl]ethylamine hydrochloride (3.46 g, 11.8 mmol) dissolved in the mixture of dry DCM (35 ml) and DIPEA (2.0 ml, ... Yields the product ClC=1C=C(C=CC1Cl)C1=CC=C(O1)CCNC(=O)C1=CC(=NN1)C(=O)O (5-{2-[5-(3,4-Dichlorophenyl)furan-2-yl]ethylcarbamoyl}-1H-pyrazole-3-carboxylic acid). Reactants: CCN(C(C)C)C(C)C, ClCCl, CC(C)(C)OC(=O)NC1CCNCC1, O=C(O)CN1CCCC(c2ccccc2)(c2ccccc2)C1=O. The product is CC(C)(C)OC(=O)NC1CCN(C(=O)CN2CCCC(c3ccccc3)(c3ccccc3)C2=O)CC1. As a reaction SMILES: [CH:38]([N:39]([CH:40]([CH3:41])[CH3:42])[CH2:43][CH3:44])([CH3:45])[CH3:46].[Cl:47][CH2:48][Cl:49].[NH:24]1[CH2:25][CH2:26][CH:27]([NH:30][C:31]([O:32][C:33]([CH3:34])([CH3:35])[CH3:36])=[O:37])[CH2:28][CH2:29]1.[O:1]=[C:2]1[N:3]([CH2:20][C:21](=[O:22])[OH:23])[CH2:4][CH2:5][CH2:6][C:7]1([c:8]1[cH:9][cH:10][cH:11][cH:12][cH:13]1)[c:14]1[cH:15][cH:16][cH:17][cH:18][cH:19]1>>[O:1]=[C:2]1[N:3]([CH2:20][C:21](=[O:22])[N:24]2[CH2:25][CH2:26][CH:27]([NH:30][C:31]([O:32][C:33]([CH3:34])([CH3:35])[CH3:36])=[O:37])[CH2:28][CH2:29]2)[CH2:4][CH2:5][CH2:6][C:7]1([c:8]1[cH:9][cH:10][cH:11][cH:12][cH:13]1)[c:14]1[cH:15][cH:16][cH:17][cH:18][cH:19]1. The reactants are BrCCCCCBr, CO, CCN(C(C)C)C(C)C, Cl, Nc1c(Br)cc2c(c1[N+](=O)[O-])CC(N)C2, CN(C)C=O. The product is Nc1c(Br)cc2c(c1[N+](=O)[O-])CC(N1CCCCC1)C2. As a reaction SMILES: [Br:17][CH2:18][CH2:19][CH2:20][CH2:21][CH2:22][Br:23].[CH3:33][OH:34].[CH:24]([N:25]([CH:26]([CH3:27])[CH3:28])[CH2:29][CH3:30])([CH3:31])[CH3:32].[ClH:1].[NH2:2][CH:3]1[CH2:4][c:5]2[cH:6][c:7]([Br:16])[c:8]([NH2:15])[c:9]([N+:12](=[O:13])[O-:14])[c:10]2[CH2:11]1.[O:35]=[CH:36][N:37]([CH3:38])[CH3:39]>>[N:2]1([CH:3]2[CH2:4][c:5]3[cH:6][c:7]([Br:16])[c:8]([NH2:15])[c:9]([N+:12](=[O:13])[O-:14])[c:10]3[CH2:11]2)[CH2:18][CH2:19][CH2:20][CH2:21][CH2:22]1. Starting materials: Cl (hydrogen chloride), N(C1=CC=CC=C1)C1=NC(=NC=C1COCC)NC1=CC=C(C=C1)OCC(CN(C)C)O (4-Anilino-5-(ethoxymethyl)-2-{4-[2-hydroxy-3-(N,N-dimethylamino)propoxy]anilino}pyrimidine), C(=O)N (formamide), III. Product: N(C1=CC=CC=C1)C1=NC(=NC=C1CNC=O)NC1=CC=C(C=C1)OCC(CN(C)C)O (4-Anilino-5-(formamido)methyl-2-{4-[2-hydroxy-3-(N,N-dimethylamino)propoxy]anilino}pyrimidine). Isolated yield 24.0%. Reaction SMILES: [NH:1]([C:8]1[C:13]([CH2:14]OCC)=[CH:12][N:11]=[C:10]([NH:18][C:19]2[CH:24]=[CH:23][C:22]([O:25][CH2:26][CH:27]([OH:32])[CH2:28][N:29]([CH3:31])[CH3:30])=[CH:21][CH:20]=2)[N:9]=1)[C:2]1[CH:7]=[CH:6][CH:5]=[CH:4][CH:3]=1.Cl.[CH:34]([NH2:36])=[O:35]>>[NH:1]([C:8]1[C:13]([CH2:14][NH:36][CH:34]=[O:35])=[CH:12][N:11]=[C:10]([NH:18][C:19]2[CH:24]=[CH:23][C:22]([O:25][CH2:26][CH:27]([OH:32])[CH2:28][N:29]([CH3:30])[CH3:31])=[CH:21][CH:20]=2)[N:9]=1)[C:2]1[CH:7]=[CH:6][CH:5]=[CH:4][CH:3]=1. Procedure: 4-Anilino-5-(ethoxymethyl)-2-{4-[2-hydroxy-3-(N,N-dimethylamino)propoxy]anilino}pyrimidine (Example 86, 70 mg, 0.16 mmol) was dissolved in formamide (5 ml). Ethereal hydrogen chloride (1.0M; 0.19 ml, 0.19 mmol) was added, and the mixture was heated on power level 2 in a Toshiba Deltawave III domestic microwave oven (650 W) for 90 seconds. Excess formamide was removed by vacuum distillation and the residue was triturated with ethanol and diethyl ether, giving the product as a hygroscopic dihydroc... Starting materials: OC1N(C(C2=CC=CC=C12)=O)C1=NC2=NC(=CC=C2C=C1)C (3-hydroxy-2-(7-methyl-1,8-naphthyridin-2-yl)-1-isoindolinone), [H-].[Na+] (sodium hydride), CC(CCC(C)=O)C (5-methyl-2-hexanone). Conditions: time 2 hour. The product is CC1=CC=C2C=CC(=NC2=N1)N1C(C2=CC=CC=C2C1CC(CCC(C)C)=O)=O (2-(7-methyl-1,8-naphthyridin-2-yl)-3-(5-methyl-2-oxohexyl)-1-isoindolinone). Yield: 9.5%. RXN SMILES: [OH:1][CH:2]1[C:10]2[C:5](=[CH:6][CH:7]=[CH:8][CH:9]=2)[C:4](=O)[N:3]1[C:12]1[CH:21]=[CH:20][C:19]2[C:14](=[N:15][C:16]([CH3:22])=[CH:17][CH:18]=2)[N:13]=1.[H-].[Na+].[CH3:25][CH:26]([CH3:32])[CH2:27][CH2:28][C:29](=[O:31])[CH3:30]>>[CH3:22][C:16]1[N:15]=[C:14]2[C:19]([CH:20]=[CH:21][C:12]([N:3]3[CH:4]([CH2:30][C:29](=[O:31])[CH2:28][CH2:27][CH:26]([CH3:32])[CH3:25])[C:5]4[C:10](=[CH:9][CH:8]=[CH:7][CH:6]=4)[C:2]3=[O:1])=[N:13]2)=[CH:18][CH:17]=1 |f:1.2|. Reported procedure: Working in a manner similar to that described in Example 1, but starting with 3-hydroxy-2-(7-methyl-1,8-naphthyridin-2-yl)-1-isoindolinone (7.9 g), an oily suspension (50% by weight; 2 g) of sodium hydride and 5-methyl-2-hexanone (6.2 g), and stirring the reaction mixture for 3 hours at a temperature in the region of -5° C., and then for 2 hours at 0° C., 2-(7-methyl-1,8-naphthyridin-2-yl)-3-(5-methyl-2-oxohexyl)-1-isoindolinone (1 g), m.p. 155° C., is obtained after recrystallization in ethanol... Starting materials: Cc1nc(Br)c([N+](=O)[O-])c(=O)[nH]1, O=C([O-])[O-], CN(C)C=O, [K+], [K+], Nc1nc2c(s1)CCNCC2. Yields the product Cc1nc(N2CCc3nc(N)sc3CC2)c([N+](=O)[O-])c(=O)[nH]1. As a reaction SMILES: [Br:1][c:2]1[c:3]([N+:10](=[O:11])[O-:12])[c:4](=[O:9])[nH:5][c:6]([CH3:8])[n:7]1.[C:24](=[O:25])([O-:26])[O-:27].[CH3:30][N:31]([CH3:32])[CH:33]=[O:34].[K+:28].[K+:29].[NH2:13][c:14]1[s:15][c:16]2[c:17]([n:23]1)[CH2:18][CH2:19][NH:20][CH2:21][CH2:22]2>>[c:2]1([N:20]2[CH2:19][CH2:18][c:17]3[c:16]([s:15][c:14]([NH2:13])[n:23]3)[CH2:22][CH2:21]2)[c:3]([N+:10](=[O:11])[O-:12])[c:4](=[O:9])[nH:5][c:6]([CH3:8])[n:7]1.